This data is from the Open Reaction Database (ORD), a public repository of structured organic reaction records. The task is: describe an organic reaction: reactants, conditions, products, and yield Starting materials: C(C)OCC (diethyl ether), C1[C@H](C)O1 ((S)-(−)-propylene oxide), [Si](C1=CC=CC=C1)(C1=CC=CC=C1)(C(C)(C)C)O[C@@H]([C@@H](C1=CC(=C(C(=C1)F)F)F)N)C ((1R,2R)-2-tert-butyldiphenylsilanyloxy-1-(3,4,5-trifluorophenyl)propylamine), C(C)OCC (diethyl ether), Cl(=O)(=O)(=O)[O-].[Li+] (lithium perchlorate). The solvent is O (water), C(Cl)Cl (methylene chloride). Reaction conditions: time 8 hour. Product: [Si](C1=CC=CC=C1)(C1=CC=CC=C1)(C(C)(C)C)O[C@@H]([C@@H](C1=CC(=C(C(=C1)F)F)F)NC[C@H](C)O)C ((S)-1-[(1R,2R)-2-tert-butyldiphenylsilanyloxy-1-(3,4,5-trifluorophenyl)propylamino]propan-2-ol). RXN SMILES: C(OCC)C.[CH2:6]1[O:9][C@H:7]1[CH3:8].[Si:10]([O:27][C@H:28]([CH3:40])[C@H:29]([NH2:39])[C:30]1[CH:35]=[C:34]([F:36])[C:33]([F:37])=[C:32]([F:38])[CH:31]=1)([C:23]([CH3:26])([CH3:25])[CH3:24])([C:17]1[CH:22]=[CH:21][CH:20]=[CH:19][CH:18]=1)[C:11]1[CH:16]=[CH:15][CH:14]=[CH:13][CH:12]=1.Cl([O-])(=O)(=O)=O.[Li+]>O.C(Cl)Cl>[Si:10]([O:27][C@H:28]([CH3:40])[C@H:29]([NH:39][CH2:6][C@@H:7]([OH:9])[CH3:8])[C:30]1[CH:35]=[C:34]([F:36])[C:33]([F:37])=[C:32]([F:38])[CH:31]=1)([C:23]([CH3:24])([CH3:25])[CH3:26])([C:17]1[CH:22]=[CH:21][CH:20]=[CH:19][CH:18]=1)[C:11]1[CH:12]=[CH:13][CH:14]=[CH:15][CH:16]=1 |f:3.4|. Procedure details: A diethyl ether solution (1 mL) of (S)-(−)-propylene oxide (0.1 mL) and (1R,2R)-2-tert-butyldiphenylsilanyloxy-1-(3,4,5-trifluorophenyl)propylamine (212 mg) was added to a diethyl ether suspension (1 mL) of lithium perchlorate (750 mg). This reaction solution was stirred in nitrogen atmosphere at room temperature overnight. To this reaction solution, methylene chloride and iced-water were added. The organic layer was separated, and the water was re-extracted with methylene chloride. The organic ... Starting materials: BrC1=CC=C(C(C(=O)O)=C1)O (5-bromosalicylic acid), C(C)OC(=O)C1=C(N=C(S1)N)C1=CC=CC=C1 (2-amino-4-phenylthiazole-5-carboxylic acid ethyl ester), raw materials. The product is C(C)OC(=O)C1=C(N=C(S1)NC(C1=C(C=CC(=C1)Br)O)=O)C1=CC=CC=C1 (2-(5-Bromo-2-hydroxybenzoyl)amino-4-phenylthiazole-5-carboxylic acid ethyl ester). Yield: 28.6%. Reaction SMILES: [Br:1][C:2]1[CH:10]=[C:6]([C:7]([OH:9])=O)[C:5]([OH:11])=[CH:4][CH:3]=1.[CH2:12]([O:14][C:15]([C:17]1[S:21][C:20]([NH2:22])=[N:19][C:18]=1[C:23]1[CH:28]=[CH:27][CH:26]=[CH:25][CH:24]=1)=[O:16])[CH3:13]>>[CH2:12]([O:14][C:15]([C:17]1[S:21][C:20]([NH:22][C:7](=[O:9])[C:6]2[CH:10]=[C:2]([Br:1])[CH:3]=[CH:4][C:5]=2[OH:11])=[N:19][C:18]=1[C:23]1[CH:28]=[CH:27][CH:26]=[CH:25][CH:24]=1)=[O:16])[CH3:13]. Reported procedure: Using 5-bromosalicylic acid and 2-amino-4-phenylthiazole-5-carboxylic acid ethyl ester as the raw materials, the same operation as the example 195(3) gave the title compound. Starting materials: Brc1ccoc1, [Li]CCCC, Cc1noc2c1CCCC2=O, CCCCCC, [Cl-], [NH4+]. The product is Cc1noc2c1CCCC2(O)c1ccoc1. As a reaction SMILES: [Br:6][c:7]1[cH:8][o:9][cH:10][cH:11]1.[CH2:1]([Li:2])[CH2:3][CH2:4][CH3:5].[CH3:12][c:13]1[n:14][o:15][c:16]2[c:17]1[CH2:18][CH2:19][CH2:20][C:21]2=[O:22].[CH3:25][CH2:26][CH2:27][CH2:28][CH2:29][CH3:30].[Cl-:23].[NH4+:24]>>[c:7]1([C:21]2([OH:22])[c:16]3[o:15][n:14][c:13]([CH3:12])[c:17]3[CH2:18][CH2:19][CH2:20]2)[cH:8][o:9][cH:10][cH:11]1. Starting materials: Nc1cc(F)c(OCc2ccccc2)cc1OCc1ccccc1, CN(C)C=O, [Cl-], Cl, I[Cu]I, [I-], [K+], O=N[O-], [NH4+], [Na+], O. Product: Fc1cc(I)c(OCc2ccccc2)cc1OCc1ccccc1. Reaction SMILES: [CH2:2]([c:3]1[cH:4][cH:5][cH:6][cH:7][cH:8]1)[O:9][c:10]1[c:11]([F:25])[cH:12][c:13]([NH2:24])[c:14]([O:16][CH2:17][c:18]2[cH:19][cH:20][cH:21][cH:22][cH:23]2)[cH:15]1.[CH3:34][N:35]([CH3:36])[CH:37]=[O:38].[Cl-:32].[ClH:1].[Cu:40]([I:41])[I:42].[I-:31].[K+:30].[N:26]([O-:27])=[O:28].[NH4+:33].[Na+:29].[OH2:39]>>[CH2:2]([c:3]1[cH:4][cH:5][cH:6][cH:7][cH:8]1)[O:9][c:10]1[c:11]([F:25])[cH:12][c:13]([I:31])[c:14]([O:16][CH2:17][c:18]2[cH:19][cH:20][cH:21][cH:22][cH:23]2)[cH:15]1. Starting materials: N#Cc1ccc(B(O)O)cc1, O=C([O-])[O-], CO, COC(=O)c1cc(I)cc(C(=O)OC)c1, [Na+], [Na+]. Yields the product COC(=O)c1cc(C(=O)OC)cc(-c2ccc(C#N)cc2)c1. Reaction SMILES: [C:16](#[N:17])[c:18]1[cH:19][cH:20][c:21]([B:24]([OH:25])[OH:26])[cH:22][cH:23]1.[C:27](=[O:28])([O-:29])[O-:30].[CH3:33][OH:34].[I:1][c:2]1[cH:3][c:4]([C:12](=[O:13])[O:14][CH3:15])[cH:5][c:6]([C:7](=[O:8])[O:9][CH3:10])[cH:11]1.[Na+:31].[Na+:32]>>[c:2]1(-[c:21]2[cH:20][cH:19][c:18]([C:16]#[N:17])[cH:23][cH:22]2)[cH:3][c:4]([C:12](=[O:13])[O:14][CH3:15])[cH:5][c:6]([C:7](=[O:8])[O:9][CH3:10])[cH:11]1. Reactants: CCCCCC(C)(O)CCC1CC2OCCOC2C1CCCCCCC(=O)OCC, CO, [K+], [OH-], O, [OH]. Yields the product CCCCCC(C)(O)CCC1CC2OCCOC2C1CCCCCCC(=O)O. As a reaction SMILES: [CH2:1]1[O:2][CH:3]2[CH:4]([CH2:5][CH2:6][CH2:7][CH2:8][CH2:9][CH2:10][C:11](=[O:12])[O:13][CH2:14][CH3:15])[CH:16]([CH2:21][CH2:22][C:23]([CH2:24][CH2:25][CH2:26][CH2:27][CH3:28])([CH3:29])[OH:30])[CH2:17][CH:18]2[O:19][CH2:20]1.[CH3:35][OH:36].[K+:32].[OH-:31].[OH2:34].[OH:33]>>[CH2:1]1[O:2][CH:3]2[CH:4]([CH2:5][CH2:6][CH2:7][CH2:8][CH2:9][CH2:10][C:11](=[O:12])[OH:13])[CH:16]([CH2:21][CH2:22][C:23]([CH2:24][CH2:25][CH2:26][CH2:27][CH3:28])([CH3:29])[OH:30])[CH2:17][CH:18]2[O:19][CH2:20]1. Starting materials: FC1=CC=C(C=C1)C1=NN(C2=C1C=NC(=C2)NC(OCCCC)=O)C(C2=CC=CC=C2)(C2=CC=CC=C2)C2=CC=CC=C2 (Butyl (3-(4-fluorophenyl)-1-trityl-1H-pyrazolo[4,3-c]pyridin-6-yl)carbamate). The solvent is Cl (HCl), C(C)(=O)OCC (ethyl acetate). Reaction conditions: time 4 hour. Yields the product FC1=CC=C(C=C1)C1=NN(C2=C1C=NC(=C2)N)C(C2=CC=CC=C2)(C2=CC=CC=C2)C2=CC=CC=C2 (3-(4-fluorophenyl)-1-trityl-1H-pyrazolo[4,3-c]pyridin-6-amine). Yield: 95.2%. Reaction SMILES: [F:1][C:2]1[CH:7]=[CH:6][C:5]([C:8]2[C:12]3[CH:13]=[N:14][C:15]([NH:17]C(=O)OCCCC)=[CH:16][C:11]=3[N:10]([C:25]([C:38]3[CH:43]=[CH:42][CH:41]=[CH:40][CH:39]=3)([C:32]3[CH:37]=[CH:36][CH:35]=[CH:34][CH:33]=3)[C:26]3[CH:31]=[CH:30][CH:29]=[CH:28][CH:27]=3)[N:9]=2)=[CH:4][CH:3]=1>Cl.C(OCC)(=O)C>[F:1][C:2]1[CH:7]=[CH:6][C:5]([C:8]2[C:12]3[CH:13]=[N:14][C:15]([NH2:17])=[CH:16][C:11]=3[N:10]([C:25]([C:38]3[CH:39]=[CH:40][CH:41]=[CH:42][CH:43]=3)([C:32]3[CH:33]=[CH:34][CH:35]=[CH:36][CH:37]=3)[C:26]3[CH:31]=[CH:30][CH:29]=[CH:28][CH:27]=3)[N:9]=2)=[CH:4][CH:3]=1. Reported procedure: tent-Butyl (3-(4-fluorophenyl)-1-trityl-1H-pyrazolo[4,3-c]pyridin-6-yl)carbamate (403 mg, 0.706 mmol) was dissolved in HCl (4 M in dioxane, 6 mL) and stirred at room temperature for four hours. The reaction mixture was diluted with ethyl acetate and washed with NaOH (1 N) and brine. The aqueous layer was reextracted with 3:1 chloroform/IPA and the combined organic layers were dried over sodium sulfate, filtered, and concentrated in vacuo to give 3-(4-fluorophenyl)-1-trityl-1H-pyrazolo[4,3-c]pyri... Starting materials: COP(=O)(OC)C1=CC2CCC3C(CCC4(C)C3CCC4C(O[SiH](C)C)C(C)(C)C)C2(C)CC1, CC(C)=O, CC(C)O. RXN SMILES: [C:1]([CH:5]([CH:6]1[C:7]2([CH3:8])[CH:9]([CH2:10][CH2:11]1)[CH:12]1[CH2:13][CH2:14][CH:15]3[CH:16]=[C:17]([P:25]([O:26][CH3:27])(=[O:28])[O:29][CH3:30])[CH2:18][CH2:19][C:20]3([CH3:21])[CH:22]1[CH2:23][CH2:24]2)[O:31][SiH:2]([CH3:3])[CH3:4])([CH3:32])([CH3:33])[CH3:34].[CH3:39][C:40](=[O:41])[CH3:42].[CH:35]([CH3:36])([CH3:37])[OH:38]>>[C:5]([CH:6]1[C:7]2([CH3:8])[CH:9]([CH2:10][CH2:11]1)[CH:12]1[CH2:13][CH2:14][CH:15]3[CH:16]=[C:17]([P:25]([O:26][CH3:27])(=[O:28])[O:29][CH3:30])[CH2:18][CH2:19][C:20]3([CH3:21])[CH:22]1[CH2:23][CH2:24]2)(=[O:31])[OH:38]. Product: COP(=O)(OC)C1=CC2CCC3C(CCC4(C)C(C(=O)O)CCC34)C2(C)CC1. Starting materials: ClC1=CC=C(C=C1)S(=O)(=O)N=C=O (4-chlorobenzenesulfonylisocyanate), NC1=C(C(=O)O)C=C(C=C1)Cl (2-amino-5-chlorobenzoic acid). Yields the product ClC=1C=C2C(N(C(NC2=CC1)=O)S(=O)(=O)C1=CC=C(C=C1)Cl)=O (6-chloro-3-(4-chlorobenzenesulfonyl)-2,4(1H,3H)-quinazolinedione). Yield: 48.3%. RXN SMILES: [Cl:1][C:2]1[CH:7]=[CH:6][C:5]([S:8]([N:11]=[C:12]=[O:13])(=[O:10])=[O:9])=[CH:4][CH:3]=1.[NH2:14][C:15]1[CH:23]=[CH:22][C:21]([Cl:24])=[CH:20][C:16]=1[C:17]([OH:19])=O>>[Cl:24][C:21]1[CH:20]=[C:16]2[C:15](=[CH:23][CH:22]=1)[NH:14][C:12](=[O:13])[N:11]([S:8]([C:5]1[CH:6]=[CH:7][C:2]([Cl:1])=[CH:3][CH:4]=1)(=[O:9])=[O:10])[C:17]2=[O:19]. Reported procedure: 630 mg (2.90 mmol) of 4-chlorobenzenesulfonylisocyanate and 500 mg (2.92 mmol) of 2-amino-5-chlorobenzoic acid were treated in the same way as in Example 1 to obtain 520 mg of the above-identified compound (yield 47.9%). Properties; colorless crystal, Melting point: 223°-225° C., PMR (δppm, DMSO-d6): 7.11 (1H,d), 7.69 (1H,q), 7.78 (3H,m), 8.15 (2H,d), 11.67 (1H,s).